Task: describe an organic reaction: reactants, conditions, products, and yield. Dataset: the Open Reaction Database (ORD), a public repository of structured organic reaction records The reactants are 1-nitrobenzene-2-methoxycarbonyl-5-carboxylic acid, OS(=O)(=O)O.O=S(=O)=O (oleum), [N+](=O)(O)[O-] (nitric acid), C1(=CC=C(C=C1)C(=O)OC)C(=O)OC (dimethyl benzene-1,4-dicarboxylate), S(O)(O)(=O)=O (sulfuric acid). Product: [N+](=O)([O-])C1=C(C=CC(=C1)C(=O)OC)C(=O)OC (dimethyl 1-nitrobenzene-2,5-dicarboxylate). Reaction SMILES: [C:1]1([C:11]([O:13][CH3:14])=[O:12])[CH:6]=[CH:5][C:4]([C:7]([O:9][CH3:10])=[O:8])=[CH:3][CH:2]=1.S(=O)(=O)(O)O.OS(O)(=O)=O.O=S(=O)=O.[N+:29]([O-])([OH:31])=[O:30]>>[N+:29]([C:3]1[CH:2]=[C:1]([C:11]([O:13][CH3:14])=[O:12])[CH:6]=[CH:5][C:4]=1[C:7]([O:9][CH3:10])=[O:8])([O-:31])=[O:30] |f:2.3|. Reported procedure: Czech Patent Specification No. 138,287 discloses a process for preparing 1-nitrobenzene-2-methoxycarbonyl-5-carboxylic acid. In this process, dimethyl benzene-1,4-dicarboxylate is nitrated in fuming sulfuric acid by means of a mixed acid of 20% strength oleum and 98% strength nitric acid; the dimethyl 1-nitrobenzene-2,5-dicarboxylate obtained is then first isolated and subsequently partially hydrolyzed by means of a large excess of 70% strength aqueous sulfuric acid. 1-Nitrobenzene-2-methoxycarb... Starting materials: ClCCN1CCCCCC1, Oc1ccc(-c2cnc(CSCCOc3ccccc3)o2)cc1. Yields the product c1ccc(OCCSCc2ncc(-c3ccc(OCCN4CCCCCC4)cc3)o2)cc1. As a reaction SMILES: [Cl:24][CH2:25][CH2:26][N:27]1[CH2:28][CH2:29][CH2:30][CH2:31][CH2:32][CH2:33]1.[O:1]([c:2]1[cH:3][cH:4][cH:5][cH:6][cH:7]1)[CH2:8][CH2:9][S:10][CH2:11][c:12]1[o:13][c:14](-[c:17]2[cH:18][cH:19][c:20]([OH:23])[cH:21][cH:22]2)[cH:15][n:16]1>>[O:1]([c:2]1[cH:3][cH:4][cH:5][cH:6][cH:7]1)[CH2:8][CH2:9][S:10][CH2:11][c:12]1[o:13][c:14](-[c:17]2[cH:18][cH:19][c:20]([O:23][CH2:25][CH2:26][N:27]3[CH2:28][CH2:29][CH2:30][CH2:31][CH2:32][CH2:33]3)[cH:21][cH:22]2)[cH:15][n:16]1. Reactants: COC(N[C@@H](C(C)C)C(=O)N1[C@@H](C[C@@H](C1)O)C=1NC=C(N1)C1=CC=C(C=C1)Br)=O (((S)-1-{(2S,4S)-2-[4-(4-bromo-phenyl)-1H-imidazol-2-yl]-4-hydroxy-pyrrolidine-1-carbonyl}-2-methyl-propyl)-carbamic acid methyl ester), CC1(OB(OC1(C)C)C1=CC=C(C=C1)N)C (4-(4,4,5,5-tetramethyl-[1,3,2]dioxaborolan-2-yl)-phenylamine), C([O-])([O-])=O.[Na+].[Na+] (sodium carbonate). Reagents/catalysts: C1=CC=C(C=C1)P([C-]2C=CC=C2)C3=CC=CC=C3.C1=CC=C(C=C1)P([C-]2C=CC=C2)C3=CC=CC=C3.Cl[Pd]Cl.[Fe+2] (Pd(dppf)Cl2). Solvent: O1CCOCC1 (dioxane), O (water). Product: COC(N[C@@H](C(C)C)C(=O)N1[C@@H](C[C@@H](C1)O)C=1NC=C(N1)C1=CC=C(C=C1)C1=CC=C(C=C1)N)=O (((S)-1-{(2S,4S)-2-[4-(4′-Amino-biphenyl-4-yl)-1H-imidazol-2-yl]-4-hydroxy-pyrrolidine-1-carbonyl}-2-methyl-propyl)-carbamic acid methyl ester). Isolated yield 78.5%. As a reaction SMILES: [CH3:1][O:2][C:3](=[O:29])[NH:4][C@H:5]([C:9]([N:11]1[CH2:15][C@@H:14]([OH:16])[CH2:13][C@H:12]1[C:17]1[NH:18][CH:19]=[C:20]([C:22]2[CH:27]=[CH:26][C:25](Br)=[CH:24][CH:23]=2)[N:21]=1)=[O:10])[CH:6]([CH3:8])[CH3:7].CC1(C)C(C)(C)OB([C:38]2[CH:43]=[CH:42][C:41]([NH2:44])=[CH:40][CH:39]=2)O1.C(=O)([O-])[O-].[Na+].[Na+]>O1CCOCC1.O.C1C=CC(P(C2C=CC=CC=2)[C-]2C=CC=C2)=CC=1.C1C=CC(P(C2C=CC=CC=2)[C-]2C=CC=C2)=CC=1.Cl[Pd]Cl.[Fe+2]>[CH3:1][O:2][C:3](=[O:29])[NH:4][C@H:5]([C:9]([N:11]1[CH2:15][C@@H:14]([OH:16])[CH2:13][C@H:12]1[C:17]1[NH:18][CH:19]=[C:20]([C:22]2[CH:27]=[CH:26][C:25]([C:38]3[CH:43]=[CH:42][C:41]([NH2:44])=[CH:40][CH:39]=3)=[CH:24][CH:23]=2)[N:21]=1)=[O:10])[CH:6]([CH3:8])[CH3:7] |f:2.3.4,7.8.9.10|. Procedure: To a solution of ((S)-1-{(2S,4S)-2-[4-(4-bromo-phenyl)-1H-imidazol-2-yl]-4-hydroxy-pyrrolidine-1-carbonyl}-2-methyl-propyl)-carbamic acid methyl ester (1.8 g, 3.87 mmol) in dioxane (30 mL) and water (10 mL), 4-(4,4,5,5-tetramethyl-[1,3,2]dioxaborolan-2-yl)-phenylamine (848 mg, 3.87 mmol), sodium carbonate (820 mg, 7.74 mmol) and Pd(dppf)Cl2 (316 mg, 0.39 mmol) were added and the reaction mixture was heated at reflux for 3 h, cooled to RT, filtered and concentrated, extracted with EtOAc (50 mL), ... Starting materials: CCOC(=O)CC(C)(C)CC(C(=O)OCC)P(=O)(OCC)OCC, CI, [H-], [Na+], C1COCCO1. Yields the product CCOC(=O)CC(C)(C)CC(C)(C(=O)OCC)P(=O)(OCC)OCC. Reaction SMILES: [CH2:1]([CH3:2])[O:3][P:4](=[O:5])([O:6][CH2:7][CH3:8])[CH:9]([C:10](=[O:11])[O:12][CH2:13][CH3:14])[CH2:15][C:16]([CH2:17][C:18](=[O:19])[O:20][CH2:21][CH3:22])([CH3:23])[CH3:24].[CH3:27][I:28].[H-:25].[Na+:26].[O:29]1[CH2:30][CH2:31][O:32][CH2:33][CH2:34]1>>[CH2:1]([CH3:2])[O:3][P:4](=[O:5])([O:6][CH2:7][CH3:8])[C:9]([C:10](=[O:11])[O:12][CH2:13][CH3:14])([CH2:15][C:16]([CH2:17][C:18](=[O:19])[O:20][CH2:21][CH3:22])([CH3:23])[CH3:24])[CH3:27]. The reactants are CON=C1COC=2N=NC=CC21 (furo[2,3-c]pyridazin-5(6H)-one O-methyl oxime), FC(C1=C2C(=NC=C1)OCC2=O)(F)F (4-(trifluoromethyl)furo[2,3-b]pyridin-3(2H)-one). The product is CON=C1COC2=NC=CC(=C21)C(F)(F)F (4-(trifluoromethyl)furo[2,3-b]pyridin-3(2H)-one O-methyl oxime). As a reaction SMILES: [CH3:1][O:2][N:3]=C1C2C=CN=NC=2OC1.[F:13][C:14]([F:26])([F:25])[C:15]1[CH:20]=[CH:19][N:18]=[C:17]2[O:21][CH2:22][C:23](=O)[C:16]=12>>[CH3:1][O:2][N:3]=[C:23]1[C:16]2[C:17](=[N:18][CH:19]=[CH:20][C:15]=2[C:14]([F:26])([F:25])[F:13])[O:21][CH2:22]1. Procedure details: This compound was prepared using a method analogous to that of furo[2,3-c]pyridazin-5(6H)-one O-methyl oxime (A.2.3.3), 4-(trifluoromethyl)furo[2,3-b]pyridin-3(2H)-one replacing furo[2,3-c]pyridazin-5(6H)-one. Purification by (KP-SIL™ from Biotage) using Hept/EtOAc (9/1) gives the desired product as colorless foam; The reactants are C(C1=CC=CC=C1)OC=1C=C(C=CC1CC1=CC=C(C=C1)CC)NC(OCC1=CC=CC=C1)=O (benzyl N-[3-benzyloxy-4-(4-ethyl-benzyl)phenyl]carbamate). Reagents/catalysts: [C].[Pd] (palladium-carbon). Run in CO (methanol). Reaction conditions: time 11 hour. Product: NC=1C=CC(=C(C1)O)CC1=CC=C(C=C1)CC (5-amino-2-(4-ethylbenzyl)phenol). Isolated yield 76.6%. Reaction SMILES: C([O:8][C:9]1[CH:10]=[C:11]([NH:24]C(=O)OCC2C=CC=CC=2)[CH:12]=[CH:13][C:14]=1[CH2:15][C:16]1[CH:21]=[CH:20][C:19]([CH2:22][CH3:23])=[CH:18][CH:17]=1)C1C=CC=CC=1>CO.[C].[Pd]>[NH2:24][C:11]1[CH:12]=[CH:13][C:14]([CH2:15][C:16]2[CH:17]=[CH:18][C:19]([CH2:22][CH3:23])=[CH:20][CH:21]=2)=[C:9]([OH:8])[CH:10]=1 |f:2.3|. Procedure: To a solution of 3-benzyloxy-4-(4-ethylbenzyl)benzoic acid (1.4 g) and triethylamine (1.3 mL) in 1,4-dioxane (10 mL) was added a solution of diphenylphosphoryl azide (1.3 g) in 1,4-dioxane (10 mL), and the mixture was stirred at 100° C. for 1 hour. Benzyl alcohol (1.6 mL) was added to the reaction mixture, and the mixture was stirred at the same temperature for 7 hours. The solvent of the reaction mixture was removed under reduced pressure, and the residue was purified by column chromatography o...